describe an organic reaction: reactants, conditions, products, and yield From a dataset of the Open Reaction Database (ORD), a public repository of structured organic reaction records. Starting materials: CO, CCOC(=O)Nc1c(OC)cccc1[N+](=O)[O-]. Yields the product CCOC(=O)Nc1c(N)cccc1OC. As a reaction SMILES: [CH3:18][OH:19].[CH3:1][O:2][c:3]1[c:4]([NH:12][C:13]([O:14][CH2:15][CH3:16])=[O:17])[c:5]([N+:9]([O-:10])=[O:11])[cH:6][cH:7][cH:8]1>>[CH3:1][O:2][c:3]1[c:4]([NH:12][C:13]([O:14][CH2:15][CH3:16])=[O:17])[c:5]([NH2:9])[cH:6][cH:7][cH:8]1.